This data is from the Open Reaction Database (ORD), a public repository of structured organic reaction records. The task is: describe an organic reaction: reactants, conditions, products, and yield Reactants: product A6, N1(CCOCC1)C(CN1CCNCC1)=O (1-morpholin-4-yl-2-piperazin-1-yl-ethanone), Cl.COC1=CC=C(C=2CC(OC21)(C)C)C2=NN(C([C@@H]1CC=CC[C@H]21)=O)C2=CC=C(C=C2)C(=O)N2CCN(CC2)C\C=C\C2=CC=CC=C2 ((4aS,8aR)-4-(7-methoxy-2,2-dimethyl-2,3-dihydro-benzofuran-4-yl)-2-(4-{1-[4-((E)-3-phenyl-allyl)-piperazin-1-yl]-methanoyl}-phenyl)-4a,5,8,8a-tetrahydro-2H-phthalazin-1-one hydrochloride). The product is Cl.COC=1C=C(C=CC1OC)C1=NN(C([C@@H]2CC=CC[C@H]12)=O)C1=CC=C(C=C1)C(=O)N1CCN(CC1)CC(=O)N1CCOCC1 ((4aS,8aR)-4-(3,4-Dimethoxy-phenyl)-2-(4-{1-[4-(2-morpholin-4-yl-2-oxo-ethyl)-piperazin-1-yl]-methanoyl}-phenyl)-4a,5,8,8a-tetrahydro-2H-phthalazin-1-one hydrochloride). As a reaction SMILES: [N:1]1([C:7](=[O:15])[CH2:8][N:9]2[CH2:14][CH2:13][NH:12][CH2:11][CH2:10]2)[CH2:6][CH2:5][O:4][CH2:3][CH2:2]1.[ClH:16].[CH3:17][O:18][C:19]1[C:27]2[O:26][C:25](C)(C)C[C:23]=2[C:22]([C:30]2[C@@H:39]3[C@@H:34]([CH2:35][CH:36]=[CH:37][CH2:38]3)[C:33](=[O:40])[N:32]([C:41]3[CH:46]=[CH:45][C:44]([C:47](N4CCN(C/C=C/C5C=CC=CC=5)CC4)=[O:48])=[CH:43][CH:42]=3)[N:31]=2)=[CH:21][CH:20]=1>>[ClH:16].[CH3:25][O:26][C:27]1[CH:23]=[C:22]([C:30]2[C@@H:39]3[C@@H:34]([CH2:35][CH:36]=[CH:37][CH2:38]3)[C:33](=[O:40])[N:32]([C:41]3[CH:42]=[CH:43][C:44]([C:47]([N:12]4[CH2:11][CH2:10][N:9]([CH2:8][C:7]([N:1]5[CH2:2][CH2:3][O:4][CH2:5][CH2:6]5)=[O:15])[CH2:14][CH2:13]4)=[O:48])=[CH:45][CH:46]=3)[N:31]=2)[CH:21]=[CH:20][C:19]=1[O:18][CH3:17] |f:1.2,3.4|. Procedure: Prepared from intermediate product A6 and 1-morpholin-4-yl-2-piperazin-1-yl-ethanone as described for compound 8. M.p. 168–169° C. Reactants: O=C(Nc1ccc(Cl)c(Cl)c1)N1CCN(C(=O)C2CN(C3CC3)CCN2C(=O)OCc2ccccc2)CC1, O=C(OCc1ccccc1)N1CCN(CC2CCCN(C3CC3)C2)CC1. Yields the product O=C(Nc1ccc(Cl)c(Cl)c1)N1CCN(C(=O)C2CN(C3CC3)CCN2)CC1. Reaction SMILES: [CH:1]1([N:4]2[CH2:5][CH:6]([C:20](=[O:21])[N:22]3[CH2:23][CH2:24][N:25]([C:28](=[O:29])[NH:30][c:31]4[cH:32][c:33]([Cl:38])[c:34]([Cl:37])[cH:35][cH:36]4)[CH2:26][CH2:27]3)[N:7]([C:10]([O:11][CH2:12][c:13]3[cH:14][cH:15][cH:16][cH:17][cH:18]3)=[O:19])[CH2:8][CH2:9]2)[CH2:2][CH2:3]1.[CH:39]1([N:40]2[CH2:41][CH2:42][CH2:43][CH:44]([CH2:45][N:46]3[CH2:47][CH2:48][N:49]([C:50]([O:51][CH2:52][c:53]4[cH:54][cH:55][cH:56][cH:57][cH:58]4)=[O:59])[CH2:60][CH2:61]3)[CH2:62]2)[CH2:63][CH2:64]1>>[CH:1]1([N:4]2[CH2:5][CH:6]([C:20](=[O:21])[N:22]3[CH2:23][CH2:24][N:25]([C:28](=[O:29])[NH:30][c:31]4[cH:32][c:33]([Cl:38])[c:34]([Cl:37])[cH:35][cH:36]4)[CH2:26][CH2:27]3)[NH:7][CH2:8][CH2:9]2)[CH2:2][CH2:3]1. Product: Nc1ccc(Cl)c(Cl)c1CO. Reaction SMILES: [BH3:1].[Cl:2][c:3]1[cH:4][cH:5][c:6]([NH2:13])[c:7]([C:8](=[O:9])[OH:10])[c:11]1[Cl:12].[ClH:14].[O:15]1[CH2:16][CH2:17][CH2:18][CH2:19]1>>[Cl:2][c:3]1[cH:4][cH:5][c:6]([NH2:13])[c:7]([CH2:8][OH:9])[c:11]1[Cl:12]. Reactants: B, Nc1ccc(Cl)c(Cl)c1C(=O)O, Cl, C1CCOC1. Starting materials: O=[N+]([O-])c1cc(Br)ccc1F, CCOC(C)=O, [K+], [K+], O=C([O-])[O-], CN(C)C=O, Oc1ccccc1. Product: O=[N+]([O-])c1cc(Br)ccc1Oc1ccccc1. As a reaction SMILES: [Br:14][c:15]1[cH:16][c:17]([N+:22](=[O:23])[O-:24])[c:18]([F:21])[cH:19][cH:20]1.[CH3:30][CH2:31][O:32][C:33]([CH3:34])=[O:35].[K+:8].[K+:9].[O-:10][C:11]([O-:12])=[O:13].[O:25]=[CH:26][N:27]([CH3:28])[CH3:29].[OH:1][c:2]1[cH:3][cH:4][cH:5][cH:6][cH:7]1>>[O:1]([c:2]1[cH:3][cH:4][cH:5][cH:6][cH:7]1)[c:18]1[c:17]([N+:22](=[O:23])[O-:24])[cH:16][c:15]([Br:14])[cH:20][cH:19]1. The reactants are Cc1cc(C(=O)Cl)n(C)n1, CN1CCCC1=O, CCc1ccc(Oc2ccc3nc(NC(=O)C4CC4)cn3n2)cc1N, [Na+], [OH-]. Product: CCc1ccc(Oc2ccc3nc(NC(=O)C4CC4)cn3n2)cc1NC(=O)c1cc(C)nn1C. As a reaction SMILES: [CH3:26][n:27]1[n:28][c:29]([CH3:35])[cH:30][c:31]1[C:32](=[O:33])[Cl:34].[CH3:38][N:39]1[CH2:40][CH2:41][CH2:42][C:43]1=[O:44].[NH2:1][c:2]1[cH:3][c:4]([O:5][c:6]2[cH:7][cH:8][c:9]3[n:10]([n:11]2)[cH:12][c:13]([NH:15][C:16](=[O:17])[CH:18]2[CH2:19][CH2:20]2)[n:14]3)[cH:21][cH:22][c:23]1[CH2:24][CH3:25].[Na+:37].[OH-:36]>>[NH:1]([c:2]1[cH:3][c:4]([O:5][c:6]2[cH:7][cH:8][c:9]3[n:10]([n:11]2)[cH:12][c:13]([NH:15][C:16](=[O:17])[CH:18]2[CH2:19][CH2:20]2)[n:14]3)[cH:21][cH:22][c:23]1[CH2:24][CH3:25])[C:32]([c:31]1[n:27]([CH3:26])[n:28][c:29]([CH3:35])[cH:30]1)=[O:33]. Reactants: C(#N)C1=C2C(=C(N=C1)OC)N(N=C2C2CCCC2)C=2C=C(SC2)C(=O)OC (methyl 4-(4-cyano-3-cyclopentyl-7-methoxy-1H-pyrazolo[3,4-c]pyridin-1-yl)thiophene-2-carboxylate), [I-].[Na+] (sodium iodide), Cl[Si](C)(C)C (chloro(trimethyl)silane), O (water). Solvent: C(C)#N (acetonitrile). Reaction conditions: temperature 60 celsius, time 30 minute. Yields the product C(#N)C=1C2=C(C(NC1)=O)N(N=C2C2CCCC2)C=2C=C(SC2)C(=O)OC (methyl 4-(4-cyano-3-cyclopentyl-7-oxo-6,7-dihydro-1H-pyrazolo[3,4-c]pyridin-1-yl)thiophene-2-carboxylate). The yield is 51.9%. Reaction SMILES: [C:1]([C:3]1[CH:8]=[N:7][C:6]([O:9]C)=[C:5]2[N:11]([C:19]3[CH:20]=[C:21]([C:24]([O:26][CH3:27])=[O:25])[S:22][CH:23]=3)[N:12]=[C:13]([CH:14]3[CH2:18][CH2:17][CH2:16][CH2:15]3)[C:4]=12)#[N:2].[I-].[Na+].Cl[Si](C)(C)C.O>C(#N)C>[C:1]([C:3]1[C:4]2[C:13]([CH:14]3[CH2:18][CH2:17][CH2:16][CH2:15]3)=[N:12][N:11]([C:19]3[CH:20]=[C:21]([C:24]([O:26][CH3:27])=[O:25])[S:22][CH:23]=3)[C:5]=2[C:6](=[O:9])[NH:7][CH:8]=1)#[N:2] |f:1.2|. Procedure details: To a solution of methyl 4-(4-cyano-3-cyclopentyl-7-methoxy-1H-pyrazolo[3,4-c]pyridin-1-yl)thiophene-2-carboxylate (40 mg) in acetonitrile (5 mL) were added sodium iodide (31.4 mg) and chloro(trimethyl)silane (0.066 mL), and the mixture was stirred at 60° C. for 30 min. To the reaction mixture was added water, and the mixture was extracted with ethyl acetate. The organic layer was washed with saturated aqueous sodium hydrogencarbonate solution and saturated brine, dried over anhydrous sodium sulf...